The task is: describe an organic reaction: reactants, conditions, products, and yield. This data is from the Open Reaction Database (ORD), a public repository of structured organic reaction records. Starting materials: N12CCCCCC2=NCCC1 (1,8-diazabicyclo[5.4.0]undec-7-ene), C1(=CC=CC=C1)P(C1=CC=CC=C1)C1=CC=CC=C1 (triphenylphosphine), Cl.ClCC=1N=C2N(C(=CC(=N2)C)C)C1 (2-chloromethyl-5,7-dimethyl-imidazo[1,2-a]pyrimidine hydrochloride). Run in ClCCCl (1,2-dichloroethane). Run at temperature 140 celsius. Product: [Cl-].CC1=CC(=NC=2N1C=C(N2)C[P+](C2=CC=CC=C2)(C2=CC=CC=C2)C2=CC=CC=C2)C ((5,7-dimethyl-imidazo[1,2-a]pyrimidin-2-ylmethyl)-triphenyl-phosphonium chloride). Yield: 200.7%. RXN SMILES: Cl.[Cl:2][CH2:3][C:4]1[N:5]=[C:6]2[N:11]=[C:10]([CH3:12])[CH:9]=[C:8]([CH3:13])[N:7]2[CH:14]=1.N12CCCN=C1CCCCC2.[C:26]1([P:32]([C:39]2[CH:44]=[CH:43][CH:42]=[CH:41][CH:40]=2)[C:33]2[CH:38]=[CH:37][CH:36]=[CH:35][CH:34]=2)[CH:31]=[CH:30][CH:29]=[CH:28][CH:27]=1>ClCCCl>[Cl-:2].[CH3:13][C:8]1[N:7]2[CH:14]=[C:4]([CH2:3][P+:32]([C:33]3[CH:34]=[CH:35][CH:36]=[CH:37][CH:38]=3)([C:39]3[CH:44]=[CH:43][CH:42]=[CH:41][CH:40]=3)[C:26]3[CH:27]=[CH:28][CH:29]=[CH:30][CH:31]=3)[N:5]=[C:6]2[N:11]=[C:10]([CH3:12])[CH:9]=1 |f:0.1,5.6|. Reported procedure: A microwave vial was charged with 2-chloromethyl-5,7-dimethyl-imidazo[1,2-a]pyrimidine hydrochloride (500 mg, 2.15 mmol), and 1,2-dichloroethane (16 mL) and argon was bubbled through the mixture. To this mixture was added 1,8-diazabicyclo[5.4.0]undec-7-ene (0.350 mL, 2.34 mmol) and triphenylphosphine (848 mg, 3.23 mmol). The vial was sealed with a crimp-on cap and the mixture was heated at 140° C. for 1 hour using a microwave synthesizer. Evaporation of volatiles afforded crude (5,7-dimethyl-imi...